This data is from the Open Reaction Database (ORD), a public repository of structured organic reaction records. The task is: describe an organic reaction: reactants, conditions, products, and yield Starting materials: C(C)(C)(C)OC(=O)NCC(=O)NC1=CC=C2C(=C(NC2=N1)C1=CC=C(C=C1)F)C1=CC=NC=C1 (6-(2′-t-butoxycarbonylamino-1′-oxo-ethylamino)-3-(4-pyridyl)-2-(4-fluorophenyl)-7-aza-indole), C1(=CC=CC=C1)P(C1=CC=CC=C1)C1=CC=CC=C1 (triphenylphosphine), CO (methanol), N(=NC(=O)OCC)C(=O)OCC (diethyl azodicarboxylate), CO (methanol), C1(=CC=CC=C1)P(C1=CC=CC=C1)C1=CC=CC=C1 (triphenylphosphine), N(=NC(=O)OCC)C(=O)OCC (diethyl azodicarboxylate). Run in C(Cl)Cl (methylene chloride). Conditions: temperature 23 celsius, time 2.5 hour. The product is C(C)(C)(C)OC(=O)NCC(=O)NC1=CC=C2C(=C(N(C2=N1)C)C1=CC=C(C=C1)F)C1=CC=NC=C1 (6-(2′-t-butoxycarbonylamino-1′-oxo-ethylamino)-3-(4-pyridyl)-2-(4-fluorophenyl)-1-methyl-7-aza-indole). As a reaction SMILES: [C:1]([O:5][C:6]([NH:8][CH2:9][C:10]([NH:12][C:13]1[N:21]=[C:20]2[C:16]([C:17]([C:29]3[CH:34]=[CH:33][N:32]=[CH:31][CH:30]=3)=[C:18]([C:22]3[CH:27]=[CH:26][C:25]([F:28])=[CH:24][CH:23]=3)[NH:19]2)=[CH:15][CH:14]=1)=[O:11])=[O:7])([CH3:4])([CH3:3])[CH3:2].[C:35]1(P(C2C=CC=CC=2)C2C=CC=CC=2)C=CC=CC=1.CO.N(C(OCC)=O)=NC(OCC)=O>C(Cl)Cl>[C:1]([O:5][C:6]([NH:8][CH2:9][C:10]([NH:12][C:13]1[N:21]=[C:20]2[C:16]([C:17]([C:29]3[CH:30]=[CH:31][N:32]=[CH:33][CH:34]=3)=[C:18]([C:22]3[CH:27]=[CH:26][C:25]([F:28])=[CH:24][CH:23]=3)[N:19]2[CH3:35])=[CH:15][CH:14]=1)=[O:11])=[O:7])([CH3:4])([CH3:2])[CH3:3]. Procedure: To a solution of 6-(2′-t-butoxycarbonylamino-1′-oxo-ethylamino)-3-(4-pyridyl)-2-(4-fluorophenyl)-7-aza-indole (29) (50.0 mg, 0.108 mmol), triphenylphosphine (85 mg, 0.325 mmol), methanol (13 ml, 0.791 mmol) and methylene chloride (5 mL) was added diethyl azodicarboxylate (51 ml, 0.325 mmol) at 0° C. The reaction was allowed to warm to 23° C. After 2.5 h, an additional 2 equivalents of methanol, triphenylphosphine, and diethyl azodicarboxylate were added. After 16 h, the reaction was concentrated... The reactants are CCc1cccc(CC)c1C(=O)Cl, CCO, Cc1ccccc1, CCC(C)(CC)c1nnc(N)s1. The product is CCc1cccc(CC)c1C(=O)Nc1nnc(C(C)(CC)CC)s1. As a reaction SMILES: [CH2:13]([CH3:14])[c:15]1[c:16]([C:17](=[O:18])[Cl:19])[c:20]([CH2:24][CH3:25])[cH:21][cH:22][cH:23]1.[CH3:26][CH2:27][OH:28].[CH3:29][c:30]1[cH:31][cH:32][cH:33][cH:34][cH:35]1.[NH2:1][c:2]1[s:3][c:4]([C:7]([CH2:8][CH3:9])([CH3:10])[CH2:11][CH3:12])[n:5][n:6]1>>[NH:1]([c:2]1[s:3][c:4]([C:7]([CH2:8][CH3:9])([CH3:10])[CH2:11][CH3:12])[n:5][n:6]1)[C:17]([c:16]1[c:15]([CH2:13][CH3:14])[cH:23][cH:22][cH:21][c:20]1[CH2:24][CH3:25])=[O:18]. Starting materials: C(C)(C)(C)OC(NC1=C(C=C(C(=C1)C)C(F)(F)F)NC(CC(=O)C1=CC(=CC=C1)C1=CC(=NC=C1)C)=O)=O ((5-methyl-2-{3-[3-(2-methyl-pyridin-4-yl)-phenyl]-3-oxo-propionylamino}-4-trifluoromethyl-phenyl)-carbamic acid tert-butyl ester), C(=O)(C(F)(F)F)O (TFA). The solvent is C(Cl)Cl (CH2Cl2). The product is CC1=CC2=C(NC(CC(=N2)C2=CC(=CC=C2)C2=CC(=NC=C2)C)=O)C=C1C(F)(F)F (7-Methyl-4-[3-(2-methyl-pyridin-4-yl)-phenyl]-8-trifluoromethyl-1,3-dihydro benzo[b][1,4]diazepin-2-one), solid. Yield: 74.0%. As a reaction SMILES: C(OC(=O)[NH:7][C:8]1[CH:13]=[C:12]([CH3:14])[C:11]([C:15]([F:18])([F:17])[F:16])=[CH:10][C:9]=1[NH:19][C:20](=[O:37])[CH2:21][C:22]([C:24]1[CH:29]=[CH:28][CH:27]=[C:26]([C:30]2[CH:35]=[CH:34][N:33]=[C:32]([CH3:36])[CH:31]=2)[CH:25]=1)=O)(C)(C)C.C(O)(C(F)(F)F)=O>C(Cl)Cl>[CH3:14][C:12]1[C:11]([C:15]([F:17])([F:16])[F:18])=[CH:10][C:9]2[NH:19][C:20](=[O:37])[CH2:21][C:22]([C:24]3[CH:29]=[CH:28][CH:27]=[C:26]([C:30]4[CH:35]=[CH:34][N:33]=[C:32]([CH3:36])[CH:31]=4)[CH:25]=3)=[N:7][C:8]=2[CH:13]=1. Procedure: The title compound was prepared from (5-methyl-2-{3-[3-(2-methyl-pyridin-4-yl)-phenyl]-3-oxo-propionylamino}-4-trifluoromethyl-phenyl)-carbamic acid tert-butyl ester (Example M68) (0.42 g, 0.80 mmol) by treatment with TFA in CH2Cl2 according to the general procedure N. Obtained as an off-white solid (242 mg, 74%). The reactants are C1(CCCC1)N1C2=C(N(C(CC1)=O)C)C=NC(=N2)NC2=C(C=C(C(=O)NC1CCNCC1)C=C2)OC (4-(9-Cyclopentyl-5-methyl-6-oxo-6,7,8,9-tetrahydro-5H-pyrimido[4,5-b][1,4]diazepin-2-ylamino)-3-methoxy-N-(piperidin-4-yl)benzamide), C1(CCCC1)N1C2=C(N(C(CC1)=O)C)C=NC(=N2)NC2=C(C=C(C(=O)NC1CCNCC1)C=C2)OC (4-(9-Cyclopentyl-5-methyl-6-oxo-6,7,8,9-tetrahydro-5H-pyrimido[4,5-b][1,4]diazepin-2-ylamino)-3-methoxy-N-(piperidin-4-yl)benzamide), C(C)(=O)O[BH-](OC(C)=O)OC(C)=O.[Na+] (sodium triacetoxyborohydride), O1CCC(CC1)=O (tetrahydropyran-4-one), C(C)(=O)O[BH-](OC(C)=O)OC(C)=O.[Na+] (sodium triacetoxyborohydride), O1CCC(CC1)=O (tetrahydropyran-4-one), C(C)(=O)O (acetic acid). The solvent is C(Cl)Cl (DCM), C(Cl)Cl (DCM). Yields the product C1(CCCC1)N1C2=C(N(C(CC1)=O)C)C=NC(=N2)NC2=C(C=C(C(=O)NC1CCN(CC1)C1CCOCC1)C=C2)OC (4-(9-cyclopentyl-5-methyl-6-oxo-6,7,8,9-tetrahydro-5H-pyrimido[4,5-b][1,4]diazepin-2-ylamino)-3-methoxy-N-[1-(tetrahydro-pyran-4-yl)-piperidin-4-yl]-benzamide). Isolated yield 24.7%. As a reaction SMILES: [CH:1]1([N:6]2[CH2:12][CH2:11][C:10](=[O:13])[N:9]([CH3:14])[C:8]3[CH:15]=[N:16][C:17]([NH:19][C:20]4[CH:34]=[CH:33][C:23]([C:24]([NH:26][CH:27]5[CH2:32][CH2:31][NH:30][CH2:29][CH2:28]5)=[O:25])=[CH:22][C:21]=4[O:35][CH3:36])=[N:18][C:7]2=3)[CH2:5][CH2:4][CH2:3][CH2:2]1.C(O[BH-](OC(=O)C)OC(=O)C)(=O)C.[Na+].[O:51]1[CH2:56][CH2:55][C:54](=O)[CH2:53][CH2:52]1.C(O)(=O)C>C(Cl)Cl>[CH:1]1([N:6]2[CH2:12][CH2:11][C:10](=[O:13])[N:9]([CH3:14])[C:8]3[CH:15]=[N:16][C:17]([NH:19][C:20]4[CH:34]=[CH:33][C:23]([C:24]([NH:26][CH:27]5[CH2:32][CH2:31][N:30]([CH:54]6[CH2:55][CH2:56][O:51][CH2:52][CH2:53]6)[CH2:29][CH2:28]5)=[O:25])=[CH:22][C:21]=4[O:35][CH3:36])=[N:18][C:7]2=3)[CH2:2][CH2:3][CH2:4][CH2:5]1 |f:1.2|. Procedure: 4-(9-Cyclopentyl-5-methyl-6-oxo-6,7,8,9-tetrahydro-5H-pyrimido[4,5-b][1,4]diazepin-2-ylamino)-3-methoxy-N-(piperidin-4-yl)benzamide (Intermediate 12) (35 mg, 0.07 mmol, 1 eq) and sodium triacetoxyborohydride (18 mg, 0.084 mmol, 1.2 eq) in DCM (0.5 mL) were reacted with tetrahydropyran-4-one (6.5 μL, 0.07 mmol, 1 eq) at rt for 2 days. Further and sodium triacetoxyborohydride (18 mg, 1.2 eq), tetrahydropyran-4-one (6.5 μL, 1 eq) were added and acetic acid (4 μL, 1 eq). After two days the RM was di... The reactants are CCOc1ccccc1C(=O)O, O=S(=O)(O)Cl, O, O=S(Cl)Cl. Product: CCOc1ccc(S(=O)(=O)Cl)cc1C(=O)O. As a reaction SMILES: [CH2:1]([CH3:2])[O:3][c:4]1[c:5]([C:6](=[O:7])[OH:8])[cH:9][cH:10][cH:11][cH:12]1.[Cl:17][S:18](=[O:19])(=[O:20])[OH:21].[OH2:22].[S:13]([Cl:14])([Cl:15])=[O:16]>>[CH2:1]([CH3:2])[O:3][c:4]1[c:5]([C:6](=[O:7])[OH:8])[cH:9][c:10]([S:18]([Cl:17])(=[O:19])=[O:20])[cH:11][cH:12]1. Starting materials: C(C1=CC=CC=C1)OC(=O)N[C@]1(C(N(CCC1)N)=O)P(=O)NC(NC1=CC=CC=C1)=O ((3S)-3-benzyloxycarbonylamino-1-amino(phenylcarbamoylamino)phosphinyl-2-piperidone). Reagents/catalysts: [Pd] (Palladium black). The solvent is C(C)O (ethanol). Reaction conditions: time 24 hour. Yields the product NC1(C(N(CCC1)N)=O)P(=O)NC(NC1=CC=CC=C1)=O (3-amino-1-amino(phenylcarbamoylamino)phosphinyl-2-piperidone). As a reaction SMILES: C(OC([NH:11][C@:12]1([PH:20]([NH:22][C:23](=[O:31])[NH:24][C:25]2[CH:30]=[CH:29][CH:28]=[CH:27][CH:26]=2)=[O:21])[CH2:17][CH2:16][CH2:15][N:14]([NH2:18])[C:13]1=[O:19])=O)C1C=CC=CC=1>C(O)C.[Pd]>[NH2:11][C:12]1([PH:20]([NH:22][C:23](=[O:31])[NH:24][C:25]2[CH:30]=[CH:29][CH:28]=[CH:27][CH:26]=2)=[O:21])[CH2:17][CH2:16][CH2:15][N:14]([NH2:18])[C:13]1=[O:19]. Reported procedure: Palladium black (5 mg) was added to a solution of (3S)-3-benzyloxycarbonylamino-1-amino(phenylcarbamoylamino)phosphinyl-2-piperidone (30 mg, 0.067 mmol) in ethanol (10 mL), and the resulting mixture was stirred at room temperature for 24 hours under a hydrogen atmosphere. Reactants: BrC=1C=C(C(=NC1NC)OC)C(=O)O (5-bromo-2-methoxy-6-methylamino-3-pyridinecarboxylic acid), N,N'-carbonyldiimidazole, N[C@@H]1CN(CCN(C1)CC)C ((R)-6-amino-1-ethyl-4-methylhexahydro-1H-1,4-diazepine). The solvent is CN(C=O)C (dimethylformamide). Run at time 8 hour. Yields the product BrC=1C=C(C(=NC1NC)OC)C(=O)N[C@@H]1CN(CCN(C1)CC)C ((R)-5-bromo-N-(1-ethyl-4-methylhexahydro-1H-1,4-diazepin-6-yl)-2-methoxy-6-methylamino-3-pyridinecarboxamide). Yield: 71.0%. RXN SMILES: [Br:1][C:2]1[CH:3]=[C:4]([C:12]([OH:14])=O)[C:5]([O:10][CH3:11])=[N:6][C:7]=1[NH:8][CH3:9].[NH2:15][C@H:16]1[CH2:22][N:21]([CH2:23][CH3:24])[CH2:20][CH2:19][N:18]([CH3:25])[CH2:17]1>CN(C)C=O>[Br:1][C:2]1[CH:3]=[C:4]([C:12]([NH:15][C@H:16]2[CH2:22][N:21]([CH2:23][CH3:24])[CH2:20][CH2:19][N:18]([CH3:25])[CH2:17]2)=[O:14])[C:5]([O:10][CH3:11])=[N:6][C:7]=1[NH:8][CH3:9]. Reported procedure: A liquid mixture of 18.0 g of 5-bromo-2-methoxy-6-methylamino-3-pyridinecarboxylic acid, 11.7 g of N,N'-carbonyldiimidazole and 50 ml of dimethylformamide was stirred for at room temperature 8 hours. To the reaction mixture then 13.0 g of (R)-6-amino-1-ethyl-4-methylhexahydro-1H-1,4-diazepine was added, followed by 15 hours' stirring at room temperature. The reaction mixture was concentrated under reduced pressure, and to which an aqueous 2N sodium hydroxide solution was added, followed by extra... Reactants: COC=1C=C(C=CC1Br)SCC(C(=O)OCC)=O (Ethyl 3-(3-methoxy-4-bromophenylthio)-2-oxopropanoate), O=P12OP3(=O)OP(=O)(O1)OP(=O)(O2)O3 (phosphorus pentoxide), P(O)(O)(O)=O (phosphoric acid). The solvent is ClC1=CC=CC=C1 (chlorobenzene). Yields the product BrC1=CC2=C(SC=C2C(=O)OCC)C=C1OC (Ethyl 5-bromo-6-methoxybenzo[b]thiophene-3-carboxylate). The yield is 27.1%. Reaction SMILES: [CH3:1][O:2][C:3]1[CH:4]=[C:5]([S:10][CH2:11][C:12](=O)[C:13]([O:15][CH2:16][CH3:17])=[O:14])[CH:6]=[CH:7][C:8]=1[Br:9].O=P12OP3(OP(OP(O3)(O1)=O)(=O)O2)=O.P(=O)(O)(O)O>ClC1C=CC=CC=1>[Br:9][C:8]1[C:3]([O:2][CH3:1])=[CH:4][C:5]2[S:10][CH:11]=[C:12]([C:13]([O:15][CH2:16][CH3:17])=[O:14])[C:6]=2[CH:7]=1. Procedure details: Ethyl 3-(3-methoxy-4-bromophenylthio)-2-oxopropanoate (D3) (3.7 g, 11 mmoles) in chlorobenzene (25 ml) was treated with phosphorus pentoxide (11.1 g, 78 mmoles) and 85% phosphoric acid (5.5 ml). The mixture was heated under reflux for 6 hrs. The mixture was allowed to cool and then partitioned between water (150 ml) and dichloromethane. The organics were washed several times with water then dried (Na2SO4). Evaporation to dryness followed by flash chromatography on TLC silica gel eluting with dic...